This data is from the Open Reaction Database (ORD), a public repository of structured organic reaction records. The task is: describe an organic reaction: reactants, conditions, products, and yield Starting materials: CC1=CC=C(NC=2SC3=C(C(N2)=O)C=CC=N3)C=C1 (2-(4-methylanilino)-4H-pyrido[3,2-e]-1,3-thiazin-4-one), [H-].[Li+] (lithium hydride), C(C=C)Br (allyl bromide). The product is C(C=C)N1C(SC2=C(C1=O)C=CC=N2)=NC2=CC=C(C=C2)C (3-allyl-2,3-dihydro-2-[(4-methylphenyl)imino]-4H-pyrido[3,2-e]-1,3-thiazin-4-one). Isolated yield 52.2%. RXN SMILES: [CH3:1][C:2]1[CH:19]=[CH:18][C:5]([NH:6][C:7]2[S:8][C:9]3[N:17]=[CH:16][CH:15]=[CH:14][C:10]=3[C:11](=[O:13])[N:12]=2)=[CH:4][CH:3]=1.[H-].[Li+].[CH2:22](Br)[CH:23]=[CH2:24]>>[CH2:24]([N:12]1[C:11](=[O:13])[C:10]2[CH:14]=[CH:15][CH:16]=[N:17][C:9]=2[S:8][C:7]1=[N:6][C:5]1[CH:18]=[CH:19][C:2]([CH3:1])=[CH:3][CH:4]=1)[CH:23]=[CH2:22] |f:1.2|. Procedure details: The reaction procedure of Example 11 was followed except that 900 mg (3.34 mmol) of 2-(4-methylanilino)-4H-pyrido[3,2-e]-1,3-thiazin-4-one, 27 mg of lithium hydride and 404 mg of allyl bromide were used. The resulting residue was then purified through silica gel column chromatography (eluant: chloroform) to obtain 539 mg of 3-allyl-2,3-dihydro-2-[(4-methylphenyl)imino]-4H-pyrido[3,2-e]-1,3-thiazin-4-one (recrystallized from a mixture of ether and hexane) as a low polarity substance and 248 mg of...